Dataset: the Open Reaction Database (ORD), a public repository of structured organic reaction records. Task: describe an organic reaction: reactants, conditions, products, and yield Starting materials: C(C)(=O)N1N(C(CC1=O)=O)C1=C(C=C(C(=C1)SCC(F)(F)F)C)F (1-acetyl-2-{2-fluoro-4-methyl-5-(2,2,2-trifluoroethylthio)phenyl}pyrazolidine-3,5-dione), C(C)OCC (diethyl ether), C[Si](C)(C)C=[N+]=[N-] (trimethylsilyldiazomethane), CO (methanol). Solvent: ClCCl (dichloromethane). Run at time 5 hour. Product: C(C)(=O)N1N(C(=CC1=O)OC)C1=C(C=C(C(=C1)SCC(F)(F)F)C)F (2-acetyl-1-{2-fluoro-4-methyl-5-(2,2,2-trifluoroethylthio)phenyl}-5-methoxypyrazol-3-one). Reaction SMILES: [C:1]([N:4]1[C:8](=[O:9])[CH2:7][C:6](=[O:10])[N:5]1[C:11]1[CH:16]=[C:15]([S:17][CH2:18][C:19]([F:22])([F:21])[F:20])[C:14]([CH3:23])=[CH:13][C:12]=1[F:24])(=[O:3])[CH3:2].CO.[CH2:27](OCC)C.C[Si](C=[N+]=[N-])(C)C>ClCCl>[C:1]([N:4]1[C:8](=[O:9])[CH:7]=[C:6]([O:10][CH3:27])[N:5]1[C:11]1[CH:16]=[C:15]([S:17][CH2:18][C:19]([F:20])([F:21])[F:22])[C:14]([CH3:23])=[CH:13][C:12]=1[F:24])(=[O:3])[CH3:2]. Reported procedure: Then, 1.50 g of 1-acetyl-2-{2-fluoro-4-methyl-5-(2,2,2-trifluoroethylthio)phenyl}pyrazolidine-3,5-dione was dissolved in 50 mL of dichloromethane, 5 mL of methanol was added, and 2.1 mL of a diethyl ether solution (2.0 mol/L) of trimethylsilyldiazomethane was added under cooling with ice, followed by stirring at room temperature for 5 hours. Then, the solvent was distilled off under reduced pressure, and the obtained residue was purified by column chromatography (developing solvent ethyl acetate...